From a dataset of the Open Reaction Database (ORD), a public repository of structured organic reaction records. describe an organic reaction: reactants, conditions, products, and yield Reactants: CC(=O)OCCOC(=O)C1=C(C)NC(C)=C(C(=O)CS(=O)(=O)NC(C)C)C1c1cccc([N+](=O)[O-])c1, CCO, [Na+], [OH-]. Yields the product CC1=C(C(=O)CS(=O)(=O)NC(C)C)C(c2cccc([N+](=O)[O-])c2)C(C(=O)OCCO)=C(C)N1. As a reaction SMILES: [C:1](=[O:2])([CH3:3])[O:4][CH2:5][CH2:6][O:7][C:8]([C:9]1=[C:10]([CH3:35])[NH:11][C:12]([CH3:34])=[C:13]([C:24]([CH2:25][S:26]([NH:27][CH:28]([CH3:29])[CH3:30])(=[O:31])=[O:32])=[O:33])[CH:14]1[c:15]1[cH:16][c:17]([N+:21](=[O:22])[O-:23])[cH:18][cH:19][cH:20]1)=[O:36].[CH3:39][CH2:40][OH:41].[Na+:38].[OH-:37]>>[OH:4][CH2:5][CH2:6][O:7][C:8]([C:9]1=[C:10]([CH3:35])[NH:11][C:12]([CH3:34])=[C:13]([C:24]([CH2:25][S:26]([NH:27][CH:28]([CH3:29])[CH3:30])(=[O:31])=[O:32])=[O:33])[CH:14]1[c:15]1[cH:16][c:17]([N+:21](=[O:22])[O-:23])[cH:18][cH:19][cH:20]1)=[O:36]. The reactants are C(C)OC=1C(=CC2=C(C(=C(C(O2)=O)CCOS(=O)(=O)C)C)C1)OC (6-ethoxy-3-[2-(methanesulphonyloxy)ethyl]-7-methoxy-4-methyl-2H-1-benzopyran-2-one), COC1=C(C=CC=C1)N1CCNCC1 (1-(2-methoxyphenyl)piperazine). Solvent: C(C)O.C(Cl)(Cl)Cl (ethanol chloroform). Product: C(C)OC=1C(=CC2=C(C(=C(C(O2)=O)CCN2CCN(CC2)C2=C(C=CC=C2)OC)C)C1)OC (6-ethoxy-7-methoxy-3-{2-[4-(2-methoxyphenyl)-1-piperazinyl]ethyl}-4-methyl-2H-1-benzopyran-2-one). Isolated yield 54.0%. Reaction SMILES: [CH2:1]([O:3][C:4]1[C:5]([O:23][CH3:24])=[CH:6][C:7]2[O:12][C:11](=[O:13])[C:10]([CH2:14][CH2:15]OS(C)(=O)=O)=[C:9]([CH3:21])[C:8]=2[CH:22]=1)[CH3:2].[CH3:25][O:26][C:27]1[CH:32]=[CH:31][CH:30]=[CH:29][C:28]=1[N:33]1[CH2:38][CH2:37][NH:36][CH2:35][CH2:34]1>C(O)C.C(Cl)(Cl)Cl>[CH2:1]([O:3][C:4]1[C:5]([O:23][CH3:24])=[CH:6][C:7]2[O:12][C:11](=[O:13])[C:10]([CH2:14][CH2:15][N:36]3[CH2:35][CH2:34][N:33]([C:28]4[CH:29]=[CH:30][CH:31]=[CH:32][C:27]=4[O:26][CH3:25])[CH2:38][CH2:37]3)=[C:9]([CH3:21])[C:8]=2[CH:22]=1)[CH3:2] |f:2.3|. Procedure: Process A; starting materials: 6-ethoxy-3-[2-(methanesulphonyloxy)ethyl]-7-methoxy-4-methyl-2H-1-benzopyran-2-one (Example 29) and 1-(2-methoxyphenyl)piperazine; yield 54%; m.p. 143°-145° C. (from ethanol/chloroform). Reactants: CO, [Cl-], C=CCn1nc(C)c([N+](=O)[O-])c1Cl, [NH4+], O, [Zn]. The product is C=CCn1nc(C)c(N)c1Cl. RXN SMILES: [CH3:16][OH:17].[Cl-:14].[Cl:1][c:2]1[c:3]([N+:11]([O-:12])=[O:13])[c:4]([CH3:10])[n:5][n:6]1[CH2:7][CH:8]=[CH2:9].[NH4+:15].[OH2:19].[Zn:18]>>[Cl:1][c:2]1[c:3]([NH2:11])[c:4]([CH3:10])[n:5][n:6]1[CH2:7][CH:8]=[CH2:9]. Starting materials: Fc1cncc(Br)c1, Cc1ccc(N)c(C(=O)Nc2csc(C)n2)n1. Yields the product Cc1ccc(Nc2cncc(F)c2)c(C(=O)Nc2csc(C)n2)n1. RXN SMILES: [Br:18][c:19]1[cH:20][n:21][cH:22][c:23]([F:25])[cH:24]1.[CH3:1][c:2]1[s:3][cH:4][c:5]([NH:7][C:8](=[O:9])[c:10]2[n:11][c:12]([CH3:17])[cH:13][cH:14][c:15]2[NH2:16])[n:6]1>>[CH3:1][c:2]1[s:3][cH:4][c:5]([NH:7][C:8](=[O:9])[c:10]2[n:11][c:12]([CH3:17])[cH:13][cH:14][c:15]2[NH:16][c:19]2[cH:20][n:21][cH:22][c:23]([F:25])[cH:24]2)[n:6]1. Starting materials: O=C(Cl)c1cccnc1, Cl, Cc1ccc(N)cc1Nc1cc(C(F)(F)F)nc(-c2ccncc2)n1. As a reaction SMILES: [C:27]([c:28]1[cH:29][n:30][cH:31][cH:32][cH:33]1)(=[O:34])[Cl:35].[ClH:26].[NH2:1][c:2]1[cH:3][cH:4][c:5]([CH3:25])[c:6]([NH:7][c:8]2[n:9][c:10](-[c:18]3[cH:19][cH:20][n:21][cH:22][cH:23]3)[n:11][c:12]([C:14]([F:15])([F:16])[F:17])[cH:13]2)[cH:24]1>>[NH:1]([c:2]1[cH:3][cH:4][c:5]([CH3:25])[c:6]([NH:7][c:8]2[n:9][c:10](-[c:18]3[cH:19][cH:20][n:21][cH:22][cH:23]3)[n:11][c:12]([C:14]([F:15])([F:16])[F:17])[cH:13]2)[cH:24]1)[C:27]([c:28]1[cH:29][n:30][cH:31][cH:32][cH:33]1)=[O:34]. Yields the product Cc1ccc(NC(=O)c2cccnc2)cc1Nc1cc(C(F)(F)F)nc(-c2ccncc2)n1. The reactants are Cl[Si](C)(C)C (ClSiMe3), [NH4+].[Cl-] (NH4Cl), BrC1=CC(=CC=C1)F (1-bromo-3-fluorobenzene), [Mg] (magnesium), [Mg] (magnesium), CN(C1(CCC2(OCCO2)CC1)C#N)C (8-dimethylamino-1,4-dioxa-spiro[4.5]decane-8-carbonitrile). Solvent: O (water), CCOCC (ether), CCOCC (ether), CCOCC (ether), C1CCOC1 (THF). Conditions: time 10 minute. The product is Cl.FC=1C=C(C=CC1)C1(CCC2(OCCO2)CC1)N(C)C ([8-(3-fluorophenyl)-1,4-dioxa-spiro[4.5]dec-8-yl]-dimethylamine Hydrochloride). As a reaction SMILES: Br[C:2]1[CH:7]=[CH:6][CH:5]=[C:4]([F:8])[CH:3]=1.[Mg].[CH3:10][N:11]([CH3:24])[C:12]1(C#N)[CH2:21][CH2:20][C:15]2([O:19][CH2:18][CH2:17][O:16]2)[CH2:14][CH2:13]1.[NH4+].[Cl-].[Cl:27][Si](C)(C)C>CCOCC.C1COCC1.O>[ClH:27].[F:8][C:4]1[CH:3]=[C:2]([C:12]2([N:11]([CH3:24])[CH3:10])[CH2:21][CH2:20][C:15]3([O:19][CH2:18][CH2:17][O:16]3)[CH2:14][CH2:13]2)[CH:7]=[CH:6][CH:5]=1 |f:3.4,9.10|. Reported procedure: A solution of 1-bromo-3-fluorobenzene (5.00 g, 28.6 mmole) in absolute ether (15 ml) was added dropwise to a suspension of magnesium (694 mg, 28.6 mmole) in absolute ether (10 ml) at such a rate that the ether boiled. After completion of the addition the reaction mixture was stirred for 10 minutes at RT, following which the magnesium had completely dissolved. The reaction solution was cooled in an ice bath and 8-dimethylamino-1,4-dioxa-spiro[4.5]decane-8-carbonitrile (3.00 g, 14.3 mmole) in abso...